From a dataset of the Open Reaction Database (ORD), a public repository of structured organic reaction records. describe an organic reaction: reactants, conditions, products, and yield Reactants: O=[O+][O-] (Ozone), FC1=CC=C(C2=C1C=C(O2)C)CCC (4-fluoro-2-methyl-7-propyl-benzofuran), FC1=CC=C(C2=C1CC(O2)C)CCC (4-fluoro-2-methyl-7-propyl-2,3-dihydro-benzofuran), CSC (dimethyl sulfide). Conditions: time 30 minute. Yields the product FC1=CC=C(C(=C1C=O)O)CCC (6-fluoro-2-hydroxy-3-propyl-benzaldehyde). Isolated yield 100.0%. Reaction SMILES: O=[O+][O-].[F:4][C:5]1[C:10]2[CH:11]=C(C)[O:13][C:9]=2[C:8]([CH2:15][CH2:16][CH3:17])=[CH:7][CH:6]=1.FC1C2CC(C)[O:27]C=2C(CCC)=CC=1.CSC>>[F:4][C:5]1[C:10]([CH:11]=[O:27])=[C:9]([OH:13])[C:8]([CH2:15][CH2:16][CH3:17])=[CH:7][CH:6]=1. Procedure: Ozone was conducted at -78° C. into a solution of 6.6 g (34 mmol) of a 4:1 mixture of 4-fluoro-2-methyl-7-propyl-benzofuran and 4-fluoro-2-methyl-7-propyl-2,3-dihydro-benzofuran until the color became blue. Subsequently, argon was conducted through the solution which was then treated at -78° C. with 13 ml of dimethyl sulfide. After warming to room temperature the solution was concentrated in a vacuum and the residue was dissolved in 50 ml of ethanol. After the addition of 50 ml of 3% sodium hydr... Starting materials: CC[O-].[Na+] (NaOEt), O.NN (hydrazine hydrate), C(C)OC(=O)C=1C(=NC(=NC1)S(=O)(=O)C)Cl (4-chloro-2-methanesulfonyl-pyrimidine-5-carboxylic acid ethyl ester), FC1=C(C=CC(=C1)F)O (2,4-difluorophenol). Solvent: O (water), CC(C)(C)OC (MTBE), CC(C)(C)OC (MTBE). Reaction conditions: time 1 hour. Yields the product C(C)OC(=O)C=1C(=NC(=NC1)OC1=C(C=C(C=C1)F)F)NN (2-(2,4-difluoro-phenoxy)-4-hydrazino-pyrimidine-5-carboxylic acid ethyl ester). Isolated yield 53.3%. RXN SMILES: [CH2:1]([O:3][C:4]([C:6]1[C:7](Cl)=[N:8][C:9](S(C)(=O)=O)=[N:10][CH:11]=1)=[O:5])[CH3:2].[F:17][C:18]1[CH:23]=[C:22]([F:24])[CH:21]=[CH:20][C:19]=1[OH:25].CC[O-].[Na+].O.[NH2:31][NH2:32]>CC(OC)(C)C.O>[CH2:1]([O:3][C:4]([C:6]1[C:7]([NH:31][NH2:32])=[N:8][C:9]([O:25][C:19]2[CH:20]=[CH:21][C:22]([F:24])=[CH:23][C:18]=2[F:17])=[N:10][CH:11]=1)=[O:5])[CH3:2] |f:2.3,4.5|. Reported procedure: To a suspension of 4-chloro-2-methanesulfonyl-pyrimidine-5-carboxylic acid ethyl ester (12.8 g) and 2,4-difluorophenol (6.42 g) in MTBE (100 mL) was added a solution of NaOEt (3.87 g) in water (64 mL) at 0° C. The reaction was warmed to room temperature and stirred for one hour. The mixture was then added into a solution of hydrazine hydrate (4.8 g) in MTBE (25 mL) at 0° C. The reaction mixture was slowly warmed to room temperature and stirred for four hours, then quenched by addition of water a... The reactants are CCO, FC(F)(F)c1ccc(N=C=S)cc1, N#CN, [Na]. Yields the product N#CNC(=S)Nc1ccc(C(F)(F)F)cc1. Reaction SMILES: [CH3:18][CH2:19][OH:20].[F:5][C:6]([c:7]1[cH:8][cH:9][c:10]([N:13]=[C:14]=[S:15])[cH:11][cH:12]1)([F:16])[F:17].[N:1]#[C:2][NH2:3].[Na:4]>>[N:1]#[C:2][NH:3][C:14]([NH:13][c:10]1[cH:9][cH:8][c:7]([C:6]([F:5])([F:16])[F:17])[cH:12][cH:11]1)=[S:15]. Starting materials: BrC1=C(C(=CC(=C1Cl)CC1=CC=C(C=C1)CC)C1O[C@@H]([C@H]([C@@H]([C@H]1OCC1=CC=CC=C1)OCC1=CC=CC=C1)OCC1=CC=CC=C1)COCC1=CC=CC=C1)O (2-Bromo-3-chloro-4-(4-ethylbenzyl)-6-((3S,4R,5R,6R)-3,4,5-tris(benzyloxy)-6-(benzyloxymethyl)tetrahydro-2H-pyran-2-yl)phenol), C(=O)([O-])[O-].[K+].[K+] (K2CO3), BrCCO (2-bromoethanol). Run in CC(=O)C (acetone). Run at temperature 50 celsius, time 15 hour. The product is BrC1=C(OCCO)C(=CC(=C1Cl)CC1=CC=C(C=C1)CC)C1O[C@@H]([C@H]([C@@H]([C@H]1OCC1=CC=CC=C1)OCC1=CC=CC=C1)OCC1=CC=CC=C1)COCC1=CC=CC=C1 (2-(2-Bromo-3-chloro-4-(4-ethylbenzyl)-6-((3S,4R,5R,6R)-3,4,5-tris(benzyloxy)-6-(benzyloxymethyl)tetrahydro-2H-pyran-2-yl)phenoxy)ethanol). Reaction SMILES: [Br:1][C:2]1[C:7]([Cl:8])=[C:6]([CH2:9][C:10]2[CH:15]=[CH:14][C:13]([CH2:16][CH3:17])=[CH:12][CH:11]=2)[CH:5]=[C:4]([CH:18]2[C@H:23]([O:24][CH2:25][C:26]3[CH:31]=[CH:30][CH:29]=[CH:28][CH:27]=3)[C@@H:22]([O:32][CH2:33][C:34]3[CH:39]=[CH:38][CH:37]=[CH:36][CH:35]=3)[C@H:21]([O:40][CH2:41][C:42]3[CH:47]=[CH:46][CH:45]=[CH:44][CH:43]=3)[C@@H:20]([CH2:48][O:49][CH2:50][C:51]3[CH:56]=[CH:55][CH:54]=[CH:53][CH:52]=3)[O:19]2)[C:3]=1[OH:57].C([O-])([O-])=O.[K+].[K+].Br[CH2:65][CH2:66][OH:67]>CC(C)=O>[Br:1][C:2]1[C:7]([Cl:8])=[C:6]([CH2:9][C:10]2[CH:11]=[CH:12][C:13]([CH2:16][CH3:17])=[CH:14][CH:15]=2)[CH:5]=[C:4]([CH:18]2[C@H:23]([O:24][CH2:25][C:26]3[CH:31]=[CH:30][CH:29]=[CH:28][CH:27]=3)[C@@H:22]([O:32][CH2:33][C:34]3[CH:39]=[CH:38][CH:37]=[CH:36][CH:35]=3)[C@H:21]([O:40][CH2:41][C:42]3[CH:43]=[CH:44][CH:45]=[CH:46][CH:47]=3)[C@@H:20]([CH2:48][O:49][CH2:50][C:51]3[CH:52]=[CH:53][CH:54]=[CH:55][CH:56]=3)[O:19]2)[C:3]=1[O:57][CH2:65][CH2:66][OH:67] |f:1.2.3|. Reported procedure: To a mixture of the intermediate 32 (2.99 g, 3.53 mmol) and K2CO3 (0.73 g, 5.29 mmol) in acetone (35 mL) was added 2-bromoethanol (0.38 mL, 5.29 mmol) at rt. After stirring for 15 h at 50° C., the reaction mixture was cooled to rt. The precipitate was removed by filtration and the filtrate was concentrated in vacuo. The residue was dissolved in EtOAc (100 mL), washed with brine, dried over anhydrous MgSO4, filtered and concentrated in vacuo to provide the crude intermediate 33, which was used wi... Starting materials: C(C)(C)O (i-propanol), mixture, CC=1C=CC(=CC1)C(C)C (p-cymene), FC(C(CC(=O)OCC)=O)(F)F (ethyl 4,4,4-trifluoro-3-oxobutanoate). Run in C(C)N(CC)CC.C(=O)O (formic acid-triethylamine). Conditions: temperature 35 celsius, time 15 hour. Product: FC(C(CC(=O)OCC)O)(F)F (ethyl 4,4,4-trifluoro-3-hydroxybutanoate). As a reaction SMILES: C(O)(C)C.CC1C=CC(C(C)C)=CC=1.[F:15][C:16]([F:26])([F:25])[C:17](=[O:24])[CH2:18][C:19]([O:21][CH2:22][CH3:23])=[O:20]>C(N(CC)CC)C.C(O)=O>[F:15][C:16]([F:25])([F:26])[CH:17]([OH:24])[CH2:18][C:19]([O:21][CH2:22][CH3:23])=[O:20] |f:3.4|. Procedure details: To 10 mL of i-propanol were added 5 mL of a mixture of formic acid-triethylamine (5:2 in molar ratio), 7 mg of RuCl[(1R,2R)-p-TsNHCH(C6H5)CH(C6H5)NH2] (p-cymene), and 1.0 g of ethyl 4,4,4-trifluoro-3-oxobutanoate, and the whole was stirred at 35° C. for 15 hours, followed by concentration under reduced pressure using an evaporator. To the resulting concentrate were added 10 mL of water and 10 mL of ethyl acetate, and then a saturated sodium carbonate aqueous solution was added thereto under stir...